Dataset: the Open Reaction Database (ORD), a public repository of structured organic reaction records. Task: describe an organic reaction: reactants, conditions, products, and yield The reactants are COC1=C(CC2=NC=3C=C(C=CC3C=3N2N=C(N3)N)[N+](=O)[O-])C=CC(=C1)OC (5-(2,4-dimethoxy-benzyl)-8-nitro-[1,2,4]triazolo[1,5-c]quinazolin-2-ylamine), COC=1C=C(CC2=NC=3C=CC=CC3C=3N2N=C(N3)N)C=C(C1)OC (5-(3,5-dimethoxy-benzyl)-[1,2,4]triazolo[1,5-c]quinazolin-2-ylamine). Yields the product NC1=NN2C(=NC=3C=CC=CC3C2=N1)CC1=C(C=C(C=C1)O)O (4-(2-amino-[1,2,4]triazolo[1,5-c]quinazolin-5-ylmethyl)-benzene-1,3-diol). Isolated yield 76.0%. RXN SMILES: C[O:2][C:3]1[CH:26]=[C:25]([O:27]C)[CH:24]=[CH:23][C:4]=1[CH2:5][C:6]1[N:15]2[N:16]=[C:17]([NH2:19])[N:18]=[C:14]2[C:13]2[CH:12]=[CH:11][C:10]([N+]([O-])=O)=[CH:9][C:8]=2[N:7]=1.COC1C=C(C=C(OC)C=1)CC1N2N=C(N)N=C2C2C=CC=CC=2N=1>>[NH2:19][C:17]1[N:18]=[C:14]2[N:15]([C:6]([CH2:5][C:4]3[CH:23]=[CH:24][C:25]([OH:27])=[CH:26][C:3]=3[OH:2])=[N:7][C:8]3[CH:9]=[CH:10][CH:11]=[CH:12][C:13]=32)[N:16]=1. Reported procedure: Operating as in Example 39, but employing 5-(2,4-dimethoxy-benzyl)-8-nitro-[1,2,4]triazolo[1,5-c]quinazolin-2-ylamine, prepared as described in Example 5, instead of 5-(3,5-dimethoxy-benzyl)-[1,2,4]triazolo[1,5-c]quinazolin-2-ylamine, the title compound was obtained in 76% yield. Reactants: C(C)OC(COC1=CC(=C(C=C1)Cl)NC(=O)C1=CC(=CC2=CC=CC=C12)C1=CC=CC=C1)=O (Ethyl(4-chloro-3-{[(3-phenylnaphthalen-1-yl)carbonyl]amino}phenoxy)acetate), O[Li].O (LiOH.H2O). Yields the product ClC1=C(C=C(OCC(=O)O)C=C1)NC(=O)C1=CC(=CC2=CC=CC=C12)C1=CC=CC=C1 ((4-chloro-3-{[(3-phenylnaphthalen-1-yl)carbonyl]amino}phenoxy)acetic acid). Reaction SMILES: C([O:3][C:4](=[O:33])[CH2:5][O:6][C:7]1[CH:12]=[CH:11][C:10]([Cl:13])=[C:9]([NH:14][C:15]([C:17]2[C:26]3[C:21](=[CH:22][CH:23]=[CH:24][CH:25]=3)[CH:20]=[C:19]([C:27]3[CH:32]=[CH:31][CH:30]=[CH:29][CH:28]=3)[CH:18]=2)=[O:16])[CH:8]=1)C.O[Li].O>>[Cl:13][C:10]1[CH:11]=[CH:12][C:7]([O:6][CH2:5][C:4]([OH:33])=[O:3])=[CH:8][C:9]=1[NH:14][C:15]([C:17]1[C:26]2[C:21](=[CH:22][CH:23]=[CH:24][CH:25]=2)[CH:20]=[C:19]([C:27]2[CH:32]=[CH:31][CH:30]=[CH:29][CH:28]=2)[CH:18]=1)=[O:16] |f:1.2|. Procedure details: Compound 9c was synthesized from 8c (0.23 mmol) and LiOH.H2O (0.71 mmol) using the procedure according to the Method E described above. Product: CC1(CN(CC2=CC=CC=C12)C(C)=O)C (1-(4,4-Dimethyl-3,4-dihydro-1H-isoquinolin-2-yl)-ethanone). Procedure details: A solution of acetic anhydride (1.17 ml, 12.4 mmol) was added dropwise to a stirred, ice-cooled solution of 4,4-dimethyl-1,2,3,4-tetrahydro-isoquinoline (1.0 g, 6.2 mmol) (for preparation see J. Org. Chem., 1983, 48, 5348) in dry dichloromethane (5 ml). The cooling bath was removed and the solution was stirred for 2 h at room temperature. The reaction mixture was then concentrated in vacuo to give the title compound (D2) as an oil (1.1 g, 87%), δH (CDCl3, rotamers observed)/ppm 1.28, 1.32 (6H, 2... The reactants are C(C)(=O)OC(C)=O (acetic anhydride), CC1(CNCC2=CC=CC=C12)C (4,4-dimethyl-1,2,3,4-tetrahydro-isoquinoline). Reaction conditions: time 2 hour. The yield is 87.3%. As a reaction SMILES: C(O[C:5](=[O:7])[CH3:6])(=O)C.[CH3:8][C:9]1([CH3:19])[C:18]2[C:13](=[CH:14][CH:15]=[CH:16][CH:17]=2)[CH2:12][NH:11][CH2:10]1>ClCCl>[CH3:8][C:9]1([CH3:19])[C:18]2[C:13](=[CH:14][CH:15]=[CH:16][CH:17]=2)[CH2:12][N:11]([C:5](=[O:7])[CH3:6])[CH2:10]1. Solvent: ClCCl (dichloromethane). The reactants are CN(C)N=NC1=C(SC(=C1)[N+](=O)[O-])C(=O)OC (methyl 3-[(dimethylamino)diazenyl]-5-nitrothiophene-2-carboxylate), [OH-].[Na+] (sodium hydroxide). The solvent is CO (methanol). Run at time 14 hour. The product is CN(C)N=NC1=C(SC(=C1)[N+](=O)[O-])C(=O)O (3-[(dimethylamino)diazenyl]-5-nitrothiophene-2-carboxylic acid). Yield: 86.5%. Reaction SMILES: [CH3:1][N:2]([N:4]=[N:5][C:6]1[CH:10]=[C:9]([N+:11]([O-:13])=[O:12])[S:8][C:7]=1[C:14]([O:16]C)=[O:15])[CH3:3].[OH-].[Na+]>CO>[CH3:3][N:2]([N:4]=[N:5][C:6]1[CH:10]=[C:9]([N+:11]([O-:13])=[O:12])[S:8][C:7]=1[C:14]([OH:16])=[O:15])[CH3:1] |f:1.2|. Procedure: To a solution of methyl 3-[(dimethylamino)diazenyl]-5-nitrothiophene-2-carboxylate (550 mg) in methanol (10 mL) was added an aqueous solution of sodium hydroxide (0.25 g in 5 mL of water) at rt and stirred the mixture for 14 h. Excess of methanol was evaporated under reduced pressure and the residue was diluted with ice cold water. The solution was acidified with dil. HCl and the solid separated was filtered, washed with water and dried to give the product as a yellow color solid (450 mg, 86%). ...